This data is from the Open Reaction Database (ORD), a public repository of structured organic reaction records. The task is: describe an organic reaction: reactants, conditions, products, and yield Starting materials: C(C=1C(N)=CC=CC1)(=O)O (anthranilic acid), ClCCCBr (1-chloro-3-bromopropane), N1CCCCC1 (piperidine), C(C1=CC=CC=C1)N (benzylamine), C(C1=CC=C(C=C1)OC)=O (4-anisaldehyde). Product: C(C1=CC=CC=C1)N1C(=NC2=CC=CC=C2C1=O)C1=CC=C(C=C1)OCCCN1CCCCC1 (3-Benzyl-2-[4-(3-piperidin-1-ylpropoxy)phenyl]-4(3H)-quinazolinone). As a reaction SMILES: [C:1]([OH:10])(=O)[C:2]1[C:3](=[CH:5][CH:6]=[CH:7][CH:8]=1)[NH2:4].[CH2:11]([NH2:18])[C:12]1[CH:17]=[CH:16][CH:15]=[CH:14][CH:13]=1.[CH:19](=O)[C:20]1[CH:25]=[CH:24][C:23]([O:26][CH3:27])=[CH:22][CH:21]=1.Cl[CH2:30][CH2:31][CH2:32]Br.[NH:34]1[CH2:39][CH2:38]C[CH2:36][CH2:35]1>>[CH2:11]([N:18]1[C:1](=[O:10])[C:2]2[C:3](=[CH:5][CH:6]=[CH:7][CH:8]=2)[N:4]=[C:19]1[C:20]1[CH:25]=[CH:24][C:23]([O:26][CH2:27][CH2:36][CH2:35][N:34]2[CH2:39][CH2:38][CH2:32][CH2:31][CH2:30]2)=[CH:22][CH:21]=1)[C:12]1[CH:17]=[CH:16][CH:15]=[CH:14][CH:13]=1. Procedure: The entitled compound was obtained according to the method of Example 1 but starting from anthranilic acid, benzylamine, 4-anisaldehyde, 1-chloro-3-bromopropane and piperidine.